Dataset: the Open Reaction Database (ORD), a public repository of structured organic reaction records. Task: describe an organic reaction: reactants, conditions, products, and yield Reactants: CCn1cc(C(=O)O)c(=O)c2cc(F)c(N3CCNC(c4cn(S(=O)(=O)c5ccccc5)c5ccccc45)C3)cc21, [Na+], C1COCCO1, [OH-]. Yields the product CCn1cc(C(=O)O)c(=O)c2cc(F)c(N3CCNC(c4c[nH]c5ccccc45)C3)cc21. Reaction SMILES: [CH2:1]([CH3:2])[n:3]1[cH:4][c:5]([C:39](=[O:40])[OH:41])[c:6](=[O:38])[c:7]2[cH:8][c:9]([F:37])[c:10]([N:13]3[CH2:14][CH:15]([c:19]4[cH:20][n:21]([S:28]([c:29]5[cH:30][cH:31][cH:32][cH:33][cH:34]5)(=[O:35])=[O:36])[c:22]5[cH:23][cH:24][cH:25][cH:26][c:27]45)[NH:16][CH2:17][CH2:18]3)[cH:11][c:12]12.[Na+:43].[O:44]1[CH2:45][CH2:46][O:47][CH2:48][CH2:49]1.[OH-:42]>>[CH2:1]([CH3:2])[n:3]1[cH:4][c:5]([C:39](=[O:40])[OH:41])[c:6](=[O:38])[c:7]2[cH:8][c:9]([F:37])[c:10]([N:13]3[CH2:14][CH:15]([c:19]4[cH:20][nH:21][c:22]5[cH:23][cH:24][cH:25][cH:26][c:27]45)[NH:16][CH2:17][CH2:18]3)[cH:11][c:12]12. Starting materials: COc1ccc(O)c(C2Sc3cc(Cl)ccc3N2C(C)=O)c1, CC(C)OC(=O)N=NC(=O)OC(C)C, C1CCOC1, c1ccc(P(c2ccccc2)c2ccccc2)cc1, Cc1ccc(S(=O)(=O)OCCC(C)O)cc1. Yields the product COc1ccc(OC(C)CCOS(=O)(=O)c2ccc(C)cc2)c(C2Sc3cc(Cl)ccc3N2C(C)=O)c1. Reaction SMILES: [C:15]([CH3:16])(=[O:17])[N:18]1[CH:19]([c:28]2[c:29]([OH:36])[cH:30][cH:31][c:32]([O:34][CH3:35])[cH:33]2)[S:20][c:21]2[c:22]1[cH:23][cH:24][c:25]([Cl:27])[cH:26]2.[O:1]=[C:2]([O:3][CH:4]([CH3:5])[CH3:6])[N:7]=[N:8][C:9]([O:10][CH:11]([CH3:12])[CH3:13])=[O:14].[O:72]1[CH2:73][CH2:74][CH2:75][CH2:76]1.[c:37]1([P:38]([c:39]2[cH:40][cH:41][cH:42][cH:43][cH:44]2)[c:45]2[cH:46][cH:47][cH:48][cH:49][cH:50]2)[cH:51][cH:52][cH:53][cH:54][cH:55]1.[c:56]1([CH3:71])[cH:57][cH:58][c:59]([S:62](=[O:63])(=[O:64])[O:65][CH2:66][CH2:67][CH:68]([OH:69])[CH3:70])[cH:60][cH:61]1>>[C:15]([CH3:16])(=[O:17])[N:18]1[CH:19]([c:28]2[c:29]([O:36][CH:68]([CH2:67][CH2:66][O:65][S:62]([c:59]3[cH:58][cH:57][c:56]([CH3:71])[cH:61][cH:60]3)(=[O:63])=[O:64])[CH3:70])[cH:30][cH:31][c:32]([O:34][CH3:35])[cH:33]2)[S:20][c:21]2[c:22]1[cH:23][cH:24][c:25]([Cl:27])[cH:26]2. The reactants are C(C(=O)O)(=O)O.C1(=CC=CC=C1)C(=C1CCN(CC1)CCCOC1=CC=CC=C1)C1=CC=CC=C1 (4-(Diphenylmethylene)-1-(3-phenoxypropyl)piperidine oxalate), CC1=CC=C(C=C1)C(O)(C1CCNCC1)C1=CC=C(C=C1)C (α, α-bis(4-methylphenyl)-4-piperidinemethanol), ClCCCOC1=C(C=C(C=C1)C(C)=O)OC (1-[4-(3-chloropropoxy)-3-methoxyphenyl]ethanone), C([O-])([O-])=O.[Na+].[Na+] (sodium carbonate), [I-].[K+] (potassium iodide), C(C(=O)O)(=O)O (oxalic acid). Solvent: C(CCC)O (1-butanol). Yields the product O.C(C(=O)O)(=O)O.CC1=CC=C(C=C1)C(C1CCN(CC1)CCCOC1=C(C=C(C=C1)C(C)=O)OC)(O)C1=CC=C(C=C1)C (1-[4-[3-[4[Bis(4-methylphenyl)hydroxymethyl]-1-piperidinyl]propoxy]-3-methoxyphenyl]ethanone oxalate hydrate). Yield: 58.0%. As a reaction SMILES: C(O)(=O)C(O)=[O:3].C1(C(C2C=CC=CC=2)=C2CCN(CCCOC3C=CC=CC=3)CC2)C=CC=CC=1.[CH3:36][C:37]1[CH:42]=[CH:41][C:40]([C:43]([C:51]2[CH:56]=[CH:55][C:54]([CH3:57])=[CH:53][CH:52]=2)([CH:45]2[CH2:50][CH2:49][NH:48][CH2:47][CH2:46]2)[OH:44])=[CH:39][CH:38]=1.Cl[CH2:59][CH2:60][CH2:61][O:62][C:63]1[CH:68]=[CH:67][C:66]([C:69](=[O:71])[CH3:70])=[CH:65][C:64]=1[O:72][CH3:73].C(=O)([O-])[O-].[Na+].[Na+].[I-].[K+].[C:82]([OH:87])(=[O:86])[C:83]([OH:85])=[O:84]>C(O)CCC>[OH2:3].[C:82]([OH:87])(=[O:86])[C:83]([OH:85])=[O:84].[CH3:36][C:37]1[CH:38]=[CH:39][C:40]([C:43]([C:51]2[CH:52]=[CH:53][C:54]([CH3:57])=[CH:55][CH:56]=2)([OH:44])[CH:45]2[CH2:50][CH2:49][N:48]([CH2:59][CH2:60][CH2:61][O:62][C:63]3[CH:68]=[CH:67][C:66]([C:69](=[O:71])[CH3:70])=[CH:65][C:64]=3[O:72][CH3:73])[CH2:47][CH2:46]2)=[CH:41][CH:42]=1 |f:0.1,4.5.6,7.8,11.12.13|. Procedure: This compound was prepared according to the procedure used to synthesize the compound of Example 1. A mixture of 4.6 g (0.015 mole) of α, α-bis(4-methylphenyl)-4-piperidinemethanol, 3.6 g (0.015 mole) of 1-[4-(3-chloropropoxy)-3-methoxyphenyl]ethanone, 5.3 g (0.05 mole) of anhydrous sodium carbonate and 0.4 g of potassium iodide in 100 ml of 1-butanol gave a brown gum as residue. The gum was converted to the oxalic acid salt and the solid was recrystallized from absolute ethanol to yield 5.3 g (... The reactants are O (water), N#CBr (cyanogen bromide), C([O-])([O-])=O.[K+].[K+] (potassium carbonate), FC1=CC=C2C(=NN(C2=C1)C1=CC=CC=C1)N1CCN(CC1)C (6-fluoro-3-(4-methyl-1-piperazinyl)-1-phenyl-1H-indazole). The solvent is CS(=O)C (dimethylsulfoxide), CS(=O)C (dimethyl sulfoxide). Run at time 2 hour. Product: FC1=CC=C2C(=NN(C2=C1)C1=CC=CC=C1)N1CCN(CC1)C#N (4-(6-fluoro-1-phenyl-1H-indazol-3-yl)-1-piperazine carbonitrile). Yield: 47.4%. As a reaction SMILES: [N:1]#[C:2]Br.C(=O)([O-])[O-].[K+].[K+].[F:10][C:11]1[CH:19]=[C:18]2[C:14]([C:15]([N:26]3[CH2:31][CH2:30][N:29](C)[CH2:28][CH2:27]3)=[N:16][N:17]2[C:20]2[CH:25]=[CH:24][CH:23]=[CH:22][CH:21]=2)=[CH:13][CH:12]=1.O>CS(C)=O>[F:10][C:11]1[CH:19]=[C:18]2[C:14]([C:15]([N:26]3[CH2:27][CH2:28][N:29]([C:2]#[N:1])[CH2:30][CH2:31]3)=[N:16][N:17]2[C:20]2[CH:21]=[CH:22][CH:23]=[CH:24][CH:25]=2)=[CH:13][CH:12]=1 |f:1.2.3|. Procedure details: To a stirred mixture of 1.6 g of cyanogen bromide, 2.1 g of potassium carbonate and 30 ml of dimethyl sulfoxide was added, dropwise, a solution of 4.8 g of 6-fluoro-3-(4-methyl-1-piperazinyl)-1-phenyl-1H-indazole in 30 ml of dimethylsulfoxide. The reaction mixture was stirred at ambient temperature for 2 hours and then poured into water. The resulting precipitate was recrystallized from ethanol to yield 2.3 g (48%) of 4-(6-fluoro-1-phenyl-1H-indazol-3-yl)-1-piperazine carbonitrile, m.p. 172°-174... Starting materials: R(+)-BINAP, CN(C)C=O (DMF), C(C)(C)(C)OC(=O)N1CCC(=CC1)C1=CC2=C(N=CN=C2Cl)N1 (4-(4-chloro-7H-pyrrolo[2,3-d]pyrimidin-6-yl)-3,6-dihydro-2H-pyridine-1-carboxylic acid tert-butyl ester), CC(C)(C)[O-].[K+] (t-BuOK), CN(C)C=O (DMF), NC=1C=CC(=NC1)C(=O)N (5-aminopyridine-2-carboxylic acid amide). Reagents/catalysts: C=1C=CC(=CC1)/C=C/C(=O)/C=C/C2=CC=CC=C2.C=1C=CC(=CC1)/C=C/C(=O)/C=C/C2=CC=CC=C2.C=1C=CC(=CC1)/C=C/C(=O)/C=C/C2=CC=CC=C2.[Pd].[Pd] (Pd2(dba)3). Run in C(Cl)(Cl)Cl (CHCl3). Conditions: time 10 minute. The product is C(C)(C)(C)OC(=O)N1CCC(=CC1)C1=CC2=C(N=CN=C2NC=2C=NC(=CC2)C(N)=O)N1 (4-[4-(6-Carbamoylpyridin-3-ylamino)-7H-pyrrolo[2,3-d]pyrimidin-6-yl]-3,6-dihydro-2H-pyridine-1-carboxylic acid tert-butyl ester). Reaction SMILES: CN(C=O)C.[C:6]([O:10][C:11]([N:13]1[CH2:18][CH:17]=[C:16]([C:19]2[NH:28][C:22]3[N:23]=[CH:24][N:25]=[C:26](Cl)[C:21]=3[CH:20]=2)[CH2:15][CH2:14]1)=[O:12])([CH3:9])([CH3:8])[CH3:7].CC([O-])(C)C.[K+].[NH2:35][C:36]1[CH:37]=[CH:38][C:39]([C:42]([NH2:44])=[O:43])=[N:40][CH:41]=1>C1C=CC(/C=C/C(/C=C/C2C=CC=CC=2)=O)=CC=1.C1C=CC(/C=C/C(/C=C/C2C=CC=CC=2)=O)=CC=1.C1C=CC(/C=C/C(/C=C/C2C=CC=CC=2)=O)=CC=1.[Pd].[Pd].C(Cl)(Cl)Cl>[C:6]([O:10][C:11]([N:13]1[CH2:18][CH:17]=[C:16]([C:19]2[NH:28][C:22]3[N:23]=[CH:24][N:25]=[C:26]([NH:35][C:36]4[CH:41]=[N:40][C:39]([C:42](=[O:43])[NH2:44])=[CH:38][CH:37]=4)[C:21]=3[CH:20]=2)[CH2:15][CH2:14]1)=[O:12])([CH3:9])([CH3:8])[CH3:7] |f:2.3,5.6.7.8.9|. Procedure details: Into the DMF (1 mL) solution of 4-(4-chloro-7H-pyrrolo[2,3-d]pyrimidin-6-yl)-3,6-dihydro-2H-pyridine-1-carboxylic acid tert-butyl ester (122 mg, 0.363 mmol) was added t-BuOK (1M in t-BuOH, 0.726 mL, 0.726 mmol) dropwise at RT under N2 over 5 min. The mixture was then put in an ice/water bath and stirred for 10 min. After that time, the DMF (1 mL) solution of 5-aminopyridine-2-carboxylic acid amide (99.5 mg, 0.726 mmol) was added into the above mixture dropwise. The reaction mixture was warmed to... The reactants are FC1=CC=C(C=C1)CC1=CN=C2C(=C(C(N(C2=C1)CC(N1CCCCC1)=O)=O)C(=O)OCC)O (ethyl 7-[(4-fluorophenyl)methyl]-4-hydroxy-2-oxo-1-[2-oxo-2-(1-piperidinyl)ethyl]-1,2-dihydro-1,5-naphthyridine-3-carboxylate), NC(CO)C ((±)-2-amino-1-propanol). The product is FC1=CC=C(C=C1)CC1=CN=C2C(=C(C(N(C2=C1)CC(N1CCCCC1)=O)=O)C(=O)NC(CO)C)O ((±)-7-[(4-Fluorophenyl)methyl]-4-hydroxy-N-(2-hydroxy-1-methylethyl)-2-oxo-1-[2-oxo-2-(1-piperidinyl)ethyl]-1,2-dihydro-1,5-naphthyridine-3-carboxamide). Reaction SMILES: [F:1][C:2]1[CH:7]=[CH:6][C:5]([CH2:8][C:9]2[CH:18]=[C:17]3[C:12]([C:13]([OH:34])=[C:14]([C:29](OCC)=[O:30])[C:15](=[O:28])[N:16]3[CH2:19][C:20](=[O:27])[N:21]3[CH2:26][CH2:25][CH2:24][CH2:23][CH2:22]3)=[N:11][CH:10]=2)=[CH:4][CH:3]=1.[NH2:35][CH:36]([CH3:39])[CH2:37][OH:38]>>[F:1][C:2]1[CH:7]=[CH:6][C:5]([CH2:8][C:9]2[CH:18]=[C:17]3[C:12]([C:13]([OH:34])=[C:14]([C:29]([NH:35][CH:36]([CH3:39])[CH2:37][OH:38])=[O:30])[C:15](=[O:28])[N:16]3[CH2:19][C:20](=[O:27])[N:21]3[CH2:22][CH2:23][CH2:24][CH2:25][CH2:26]3)=[N:11][CH:10]=2)=[CH:4][CH:3]=1. Procedure details: This compound was prepared from ethyl 7-[(4-fluorophenyl)methyl]-4-hydroxy-2-oxo-1-[2-oxo-2-(1-piperidinyl)ethyl]-1,2-dihydro-1,5-naphthyridine-3-carboxylate and (±)-2-amino-1-propanol employing methods similar to those those described in Example 9 and was purified by reverse phase preparative HPLC (C-18 stationary phase; 10-100% CH3CN/water/0.1% formic acid mobile phase). The product was obtained as a white solid: 1H NMR (CDCl3) δ 14.1 (1H, br), 10.16 (1H, d, J=7 Hz), 8.56 (1H, s), 7.16 (2H, dd... The product is ClC=1N=C(C2=C(N1)CCS2)N[C@H]2CCC(N(C2)C)=O ((S)-5-(2-chloro-6,7-dihydrothieno[3,2-d]pyrimidin-4-ylamino)-1-methylpiperidin-2-one). Run at temperature 130 celsius. The reactants are ClC=1N=C(C2=C(N1)CCS2)Cl (2,4-dichloro-6,7-dihydro-thieno[3,2-d]pyrimidine), C(C)(C)N(CC)C(C)C (diisopropylethylamine), N[C@H]1CCC(N(C1)C)=O ((S)-5-amino-1-methylpiperidin-2-one). As a reaction SMILES: [Cl:1][C:2]1[N:3]=[C:4](Cl)[C:5]2[S:10][CH2:9][CH2:8][C:6]=2[N:7]=1.C(N(C(C)C)CC)(C)C.[NH2:21][C@@H:22]1[CH2:27][N:26]([CH3:28])[C:25](=[O:29])[CH2:24][CH2:23]1>O1CCOCC1>[Cl:1][C:2]1[N:3]=[C:4]([NH:21][C@@H:22]2[CH2:27][N:26]([CH3:28])[C:25](=[O:29])[CH2:24][CH2:23]2)[C:5]2[S:10][CH2:9][CH2:8][C:6]=2[N:7]=1. Procedure: 0.27 g (II) are placed in 3 ml dioxane, then 0.45 ml diisopropylethylamine and 0.25 g (S)-5-amino-1-methylpiperidin-2-one are added. The reaction mixture is heated to 130° C. until there is no further reaction, cooled and then evaporated down. The product is extracted with dichloromethane and purified by chromatography (preparative HPLC, method B). 0.26 g (III-5) are obtained as a solid. Analytical HPLC-MS (method A): RT=1.06 min. The solvent is O1CCOCC1 (dioxane). Reagents/catalysts: [Cl-].[Zn+2].[Cl-] (zinc chloride). Product: BrC1=CC=C2CCOC(C2=C1)C1=CC=C(C=C1)[N+](=O)[O-] (7-Bromo-1-(4-nitrophenyl)-isochromane). Procedure details: 20.1 g (100 mM) of 2-(4-bromophenyl)-ethanol and 15.1 g (100 mM) of 4-nitrobenzaldehyde were dissolved in 300 ml of anhydrous benzene, then 13.6 g (100 mM) of anhydrous zinc chloride were added and dry hydrochloric acid gas was led into the stirred mixture for 4 hours. Then the process described under Examples 1-7, Step a) was applied. The crude product was recrystallized from ethyl acetate. The solvent is C1=CC=CC=C1 (benzene). RXN SMILES: [Br:1][C:2]1[CH:7]=[CH:6][C:5]([CH2:8][CH2:9][OH:10])=[CH:4][CH:3]=1.[N+:11]([C:14]1[CH:21]=[CH:20][C:17]([CH:18]=O)=[CH:16][CH:15]=1)([O-:13])=[O:12].Cl>C1C=CC=CC=1.[Cl-].[Zn+2].[Cl-]>[Br:1][C:2]1[CH:7]=[C:6]2[C:5]([CH2:8][CH2:9][O:10][CH:18]2[C:17]2[CH:20]=[CH:21][C:14]([N+:11]([O-:13])=[O:12])=[CH:15][CH:16]=2)=[CH:4][CH:3]=1 |f:4.5.6|. Reactants: BrC1=CC=C(C=C1)CCO (2-(4-bromophenyl)-ethanol), [N+](=O)([O-])C1=CC=C(C=O)C=C1 (4-nitrobenzaldehyde), Cl (hydrochloric acid). The reactants are C(C1=CC=CC=C1)OC(=O)N1CCC(CC1)C=1NC(=C(N1)C1=CC(=CC=C1)C(F)(F)F)C1=NC(=NC=C1)N (4-[5-(2-aminopyrimidin-4-yl)-4-(3-trifluoromethylphenyl)-1H-imidazol-2-yl]-piperidine-1-carboxylic acid benzyl ester), C(C)(C)N(CC)C(C)C (diisopropylethylamine), C(C)(=O)Cl (acetyl chloride). Conditions: temperature 20 celsius, time 1 hour. Reaction SMILES: [CH2:1]([O:8][C:9]([N:11]1[CH2:16][CH2:15][CH:14]([C:17]2[NH:18][C:19]([C:32]3[CH:37]=[CH:36][N:35]=[C:34]([NH2:38])[N:33]=3)=[C:20]([C:22]3[CH:27]=[CH:26][CH:25]=[C:24]([C:28]([F:31])([F:30])[F:29])[CH:23]=3)[N:21]=2)[CH2:13][CH2:12]1)=[O:10])[C:2]1[CH:7]=[CH:6][CH:5]=[CH:4][CH:3]=1.C(N(C(C)C)CC)(C)C.[C:48](Cl)(=[O:50])[CH3:49]>C1COCC1.O>[CH2:1]([O:8][C:9]([N:11]1[CH2:12][CH2:13][CH:14]([C:17]2[NH:18][C:19]([C:32]3[CH:37]=[CH:36][N:35]=[C:34]([NH:38][C:48](=[O:50])[CH3:49])[N:33]=3)=[C:20]([C:22]3[CH:27]=[CH:26][CH:25]=[C:24]([C:28]([F:30])([F:29])[F:31])[CH:23]=3)[N:21]=2)[CH2:15][CH2:16]1)=[O:10])[C:2]1[CH:3]=[CH:4][CH:5]=[CH:6][CH:7]=1. Product: C(C1=CC=CC=C1)OC(=O)N1CCC(CC1)C=1NC(=C(N1)C1=CC(=CC=C1)C(F)(F)F)C1=NC(=NC=C1)NC(C)=O (4-[5-(2-Acetamidopyrimidin-4-yl)-4-(3-trifluoromethylphenyl)-1H-imidazol-2-yl]piperidine-1-carboxylic acid benzyl ester). Reported procedure: To a stirred solution of 4-[5-(2-aminopyrimidin-4-yl)-4-(3-trifluoromethylphenyl)-1H-imidazol-2-yl]-piperidine-1-carboxylic acid benzyl ester (Example 12) (0.220 g, 0.421 mmole) in THF (4 mL) under argon at 0° C. was added diisopropylethylamine (0.22 mL, 1.26 mmole) followed by acetyl chloride (0.036 mL, 0.50 mmole). The reaction was stirred at 20° C. for 1 hour, diluted with water (10 mL) and product extracted with ethyl acetate (2×50 mL). The ethyl acetate extracts were dried over anhydrous so... Solvent: O (water), C1CCOC1 (THF). The yield is 71.5%.